From a dataset of the Open Reaction Database (ORD), a public repository of structured organic reaction records. describe an organic reaction: reactants, conditions, products, and yield Starting materials: C(CCCCCCCCCCCCC)OC=1C=C(C(=O)Cl)C=C(C1)OCCCCCCCCCCCCCC (3,5-bis(tetradecyloxy)benzoyl chloride), N(CC(=O)OC)CC(=O)OC (dimethyl iminodiacetate). The product is COC(CN(CC(=O)OC)C(C1=CC(=CC(=C1)OCCCCCCCCCCCCCC)OCCCCCCCCCCCCCC)=O)=O (N-[3,5-bis (tetradecyloxy)benzoyl]-N-(2-methoxy-2-oxoethyl)glycine methyl ester). Reaction SMILES: [CH2:1]([O:15][C:16]1[CH:17]=[C:18]([CH:22]=[C:23]([O:25][CH2:26][CH2:27][CH2:28][CH2:29][CH2:30][CH2:31][CH2:32][CH2:33][CH2:34][CH2:35][CH2:36][CH2:37][CH2:38][CH3:39])[CH:24]=1)[C:19](Cl)=[O:20])[CH2:2][CH2:3][CH2:4][CH2:5][CH2:6][CH2:7][CH2:8][CH2:9][CH2:10][CH2:11][CH2:12][CH2:13][CH3:14].[NH:40]([CH2:46][C:47]([O:49][CH3:50])=[O:48])[CH2:41][C:42]([O:44][CH3:45])=[O:43]>>[CH3:50][O:49][C:47](=[O:48])[CH2:46][N:40]([C:19](=[O:20])[C:18]1[CH:17]=[C:16]([O:15][CH2:1][CH2:2][CH2:3][CH2:4][CH2:5][CH2:6][CH2:7][CH2:8][CH2:9][CH2:10][CH2:11][CH2:12][CH2:13][CH3:14])[CH:24]=[C:23]([O:25][CH2:26][CH2:27][CH2:28][CH2:29][CH2:30][CH2:31][CH2:32][CH2:33][CH2:34][CH2:35][CH2:36][CH2:37][CH2:38][CH3:39])[CH:22]=1)[CH2:41][C:42]([O:44][CH3:45])=[O:43]. Reported procedure: The reaction of 3,5-bis(tetradecyloxy)benzoyl chloride with dimethyl iminodiacetate as in Example 10 gave N-[3,5-bis (tetradecyloxy)benzoyl]-N-(2-methoxy-2-oxoethyl)glycine methyl ester as an oil. The nmr and mass spectra were consistent with the structure. Reactants: COC1=C(C2=CC=CC(=C2C=C1)C)C(F)(F)F (2-methoxy-5-methyl-1-(trifluoromethyl)naphthalene), BrN1C(CCC1=O)=O (N-bromosuccinimide), C(C1=CC=CC=C1)(=O)OOC(C1=CC=CC=C1)=O (benzoyl peroxide). Run in C(Cl)(Cl)(Cl)Cl (carbon tetrachloride). Yields the product BrCC1=C2C=CC(=C(C2=CC=C1)C(F)(F)F)OC (5-(bromomethyl)-1-(trifluoromethyl)-2-methoxynaphthalene). Isolated yield 106.5%. As a reaction SMILES: [CH3:1][O:2][C:3]1[CH:12]=[CH:11][C:10]2[C:5](=[CH:6][CH:7]=[CH:8][C:9]=2[CH3:13])[C:4]=1[C:14]([F:17])([F:16])[F:15].[Br:18]N1C(=O)CCC1=O.C(OOC(=O)C1C=CC=CC=1)(=O)C1C=CC=CC=1>C(Cl)(Cl)(Cl)Cl>[Br:18][CH2:13][C:9]1[CH:8]=[CH:7][CH:6]=[C:5]2[C:10]=1[CH:11]=[CH:12][C:3]([O:2][CH3:1])=[C:4]2[C:14]([F:16])([F:15])[F:17]. Procedure: A suspension of 2-methoxy-5-methyl-1-(trifluoromethyl)naphthalene (1.2 g, 5.0 mmol), N-bromosuccinimide (1.07 g, 6.0 mmol) and benzoyl peroxide (20-30 mg) in carbon tetrachloride (10 mL) was heated at reflux for 1.5 hr. The residual solid in the reaction mixture was removed by filration, and the collected solid on the filter was washed with methylene chloride. The combined filtrates were washed with water, dried (MgSO4) and evaporated to give 1.7 g of 5-(bromomethyl)-1-(trifluoromethyl)-2-methox... Starting materials: FC1=C(C=C(C=C1)S(=O)(=O)C)C1=CN(C(C2=CC=CC=C12)=O)C (4-(2-fluoro-5-methylsulfonylphenyl)-2-methylisoquinolin-1-one), N[C@@H]1CC[C@H](CC1)O (trans-4-aminocyclohexan-1-ol). Run in CN1CCCC1=O (NMP). Conditions: temperature 250 celsius. The product is O[C@@H]1CC[C@H](CC1)NC1=C(C=C(C=C1)S(=O)(=O)C)C1=CN(C(C2=CC=CC=C12)=O)C (4-[2-[(trans-4-hydroxycyclohexyl)amino]-5-methylsulfonylphenyl]-2-methylisoquinolin-1-one). The yield is 29.0%. RXN SMILES: F[C:2]1[CH:7]=[CH:6][C:5]([S:8]([CH3:11])(=[O:10])=[O:9])=[CH:4][C:3]=1[C:12]1[C:21]2[C:16](=[CH:17][CH:18]=[CH:19][CH:20]=2)[C:15](=[O:22])[N:14]([CH3:23])[CH:13]=1.[NH2:24][C@H:25]1[CH2:30][CH2:29][C@H:28]([OH:31])[CH2:27][CH2:26]1>CN1C(=O)CCC1>[OH:31][C@H:28]1[CH2:29][CH2:30][C@H:25]([NH:24][C:2]2[CH:7]=[CH:6][C:5]([S:8]([CH3:11])(=[O:10])=[O:9])=[CH:4][C:3]=2[C:12]2[C:21]3[C:16](=[CH:17][CH:18]=[CH:19][CH:20]=3)[C:15](=[O:22])[N:14]([CH3:23])[CH:13]=2)[CH2:26][CH2:27]1. Reported procedure: A mixture of 4-(2-fluoro-5-methylsulfonylphenyl)-2-methylisoquinolin-1-one (150 mg, 0.45 mmol) and trans-4-aminocyclohexan-1-ol (417 mg, 3.62 mmol) in NMP (0.2 mL) was heated for 20 min at 200-300° C. The cooled brownish residue was purified by prep-HPLC to give the title compound (55.64 mg, 28.8%) as a yellow solid. 1H NMR (CDCl3, 400 MHz) δ 8.54 (d, J=8.0 Hz, 1H), 7.86 (dd, J1=8.8 Hz, J2=2.4 Hz, 1H), 7.66 (d, J=2.4 Hz, 1H), 7.60-7.55 (m, 2H), 7.15-7.13 (m, 2H), 6.79 (d, J=8.8 Hz, 1H), 3.91-3.8... As a reaction SMILES: [CH3:1]C1C=CC(S(O)(=O)=O)=CC=1.[OH:12][CH2:13][CH2:14][O:15][C:16]1[CH:17]=[C:18]([CH:21]=[CH:22][CH:23]=1)[CH:19]=[O:20].[CH3:24][OH:25]>>[CH3:24][O:25][CH:19]([O:20][CH3:1])[C:18]1[CH:17]=[C:16]([CH:23]=[CH:22][CH:21]=1)[O:15][CH2:14][CH2:13][OH:12]. Reactants: CC=1C=CC(=CC1)S(=O)(=O)O (p-TsOH), OCCOC=1C=C(C=O)C=CC1 (3-(2-Hydroxyethoxy)benzaldehyde), CO (MeOH), CC=1C=CC(=CC1)S(=O)(=O)O (p-TsOH). Reaction conditions: time 23 hour. Reported procedure: p-TsOH (165 mg, 0.87 mmol) was added to a solution of the product obtained in Step 1 (1.45 g, 8.73 mmol) in dry MeOH (60 mL). After being stirred for 23 h at room temperature, more p-TsOH (170 mg, 0.89 mmol) was added. After additional 4 h of stirring, the reaction was quenched by the addition of NaHCO3 (saturated aqueous solution, 70 mL) and H2O (50 mL). The aqueous phase was extracted with EtOAc (3×100 mL). The combined organic phases were washed with brine and dried (MgSO4). Evaporation of th... Yields the product COC(C=1C=C(OCCO)C=CC1)OC (2-[3-(Dimethoxymethyl)phenoxy]-1-ethanol). The reactants are COC(=O)Cn1cc(-n2c(=O)[nH]c3cnc4ccc(Br)cc4c32)c(C)n1, CCCC[N+](CCCC)(CCCC)CCCC, ClCCl, [Na+], [OH-]. RXN SMILES: [CH3:1][O:2][C:3]([CH2:4][n:5]1[n:6][c:7]([CH3:25])[c:8](-[n:10]2[c:11](=[O:24])[nH:12][c:13]3[cH:14][n:15][c:16]4[cH:17][cH:18][c:19]([Br:23])[cH:20][c:21]4[c:22]23)[cH:9]1)=[O:26].[CH3:27][CH2:28][CH2:29][CH2:30][N+:31]([CH2:32][CH2:33][CH2:34][CH3:35])([CH2:36][CH2:37][CH2:38][CH3:39])[CH2:40][CH2:41][CH2:42][CH3:43].[Cl:46][CH2:47][Cl:48].[Na+:45].[OH-:44]>>[O:2]=[C:3]([CH2:4][n:5]1[n:6][c:7]([CH3:25])[c:8](-[n:10]2[c:11](=[O:24])[nH:12][c:13]3[cH:14][n:15][c:16]4[cH:17][cH:18][c:19]([Br:23])[cH:20][c:21]4[c:22]23)[cH:9]1)[OH:26]. Yields the product Cc1nn(CC(=O)O)cc1-n1c(=O)[nH]c2cnc3ccc(Br)cc3c21. The reactants are C1COCCO1, CN1Cc2c(C(N)=O)ncn2-c2cccc(Cl)c2C1=O, O=P(Cl)(Cl)Cl. The product is CN1Cc2c(C#N)ncn2-c2cccc(Cl)c2C1=O. RXN SMILES: [CH2:26]1[O:27][CH2:28][CH2:29][O:30][CH2:31]1.[Cl:1][c:2]1[cH:3][cH:4][cH:5][c:6]2[c:7]1[C:8](=[O:20])[N:9]([CH3:19])[CH2:10][c:11]1[n:12]-2[cH:13][n:14][c:15]1[C:16](=[O:17])[NH2:18].[P:21]([Cl:22])([Cl:23])([Cl:24])=[O:25]>>[Cl:1][c:2]1[cH:3][cH:4][cH:5][c:6]2[c:7]1[C:8](=[O:20])[N:9]([CH3:19])[CH2:10][c:11]1[n:12]-2[cH:13][n:14][c:15]1[C:16]#[N:18]. Reactants: C1(=CC=CC=C1)[C@H](C)NC1=NC=CC(=N1)N1C=NC2=C1C=C(C=C2)C(=O)O (2-[(S)-1-phenylethylamino]-4-[6-carboxy-benzimidazol-1-yl]pyrimidine), C[Si](C)(C)C=[N+]=[N-] ((trimethylsilyl)diazomethane). Solvent: C1=CC=CC=C1 (benzene), CO (methanol). Run at time 30 minute. The product is C1(=CC=CC=C1)[C@H](C)NC1=NC=CC(=N1)N1C=NC2=C1C=C(C=C2)C(=O)OC (2-[(S)-1-Phenylethylamino]-4-[6-methoxycarbonyl-benzimidazol-1-yl]pyrimidine). Reaction SMILES: [C:1]1([C@@H:7]([NH:9][C:10]2[N:15]=[C:14]([N:16]3[C:20]4[CH:21]=[C:22]([C:25]([OH:27])=[O:26])[CH:23]=[CH:24][C:19]=4[N:18]=[CH:17]3)[CH:13]=[CH:12][N:11]=2)[CH3:8])[CH:6]=[CH:5][CH:4]=[CH:3][CH:2]=1.[CH3:28][Si](C=[N+]=[N-])(C)C>C1C=CC=CC=1.CO>[C:1]1([C@@H:7]([NH:9][C:10]2[N:15]=[C:14]([N:16]3[C:20]4[CH:21]=[C:22]([C:25]([O:27][CH3:28])=[O:26])[CH:23]=[CH:24][C:19]=4[N:18]=[CH:17]3)[CH:13]=[CH:12][N:11]=2)[CH3:8])[CH:2]=[CH:3][CH:4]=[CH:5][CH:6]=1. Procedure: To a solution of 2-[(S)-1-phenylethylamino]-4-[6-carboxy-benzimidazol-1-yl]pyrimidine in 0.2 mL of benzene and 0.1 mL of methanol was added 0.015 mL of (trimethylsilyl)diazomethane (2 M in hexanes). The solution was stirred for 30 min at room temperature then concentrated. The product was purified by chromatography to afford the title compound. Partial 1H NMR (500 MHz CD3OD): δ 8.9 (s, 1H); 8.63 (br, 1H); 8.42 (d J=5.0 Hz, 1H); 8.09 (d J=11 Hz, 1H); 7.87 (d J=11 Hz, 1H); 6.83 (d J=5.0 Hz, 1H); 5... Reactants: C(C1=CC=CC=C1)N(COC)C[Si](C)(C)C (N-benzyl-1-methoxy-N-[(trimethylsilyl)methyl]methanamine), FC(OC1=CC(=CC=C1)\C=C\[N+](=O)[O-])(F)F (1-trifluoromethoxy-3-((E)-2-nitro-vinyl)-benzene), C(=O)(C(F)(F)F)O (TFA). The solvent is C(Cl)Cl (DCM). Reaction conditions: temperature 0 celsius, time 8 hour. Product: C(C1=CC=CC=C1)N1C[C@H]([C@@H](C1)[N+](=O)[O-])C1=CC(=CC=C1)OC(F)(F)F (Trans-1-Benzyl-3-(3-trifluoromethoxy-phenyl)-4-nitro-pyrrolidine). Yield: 51.0%. As a reaction SMILES: [CH2:1]([N:8]([CH2:12][Si](C)(C)C)[CH2:9]OC)[C:2]1[CH:7]=[CH:6][CH:5]=[CH:4][CH:3]=1.[F:17][C:18]([F:32])([F:31])[O:19][C:20]1[CH:25]=[CH:24][CH:23]=[C:22](/[CH:26]=[CH:27]/[N+:28]([O-:30])=[O:29])[CH:21]=1.C(O)(C(F)(F)F)=O>C(Cl)Cl>[CH2:1]([N:8]1[CH2:9][C@@H:27]([N+:28]([O-:30])=[O:29])[C@H:26]([C:22]2[CH:23]=[CH:24][CH:25]=[C:20]([O:19][C:18]([F:17])([F:31])[F:32])[CH:21]=2)[CH2:12]1)[C:2]1[CH:3]=[CH:4][CH:5]=[CH:6][CH:7]=1. Procedure: N-benzyl-1-methoxy-N-[(trimethylsilyl)methyl]methanamine was added to a solution of 1-trifluoromethoxy-3-((E)-2-nitro-vinyl)-benzene (6.00 g; 35.90 mmol) in DCM (50 ml). The reaction solution was cooled to 0° C., TFA (0.30 ml; 3.95 mmol) was added dropwise, and stirred overnight at RT. The reaction solution was washed with H2O and brine, dried over MgSO4, filtered, and concentrated. The crude material was purified via Biotage (340 g column) eluting with 5% EtOAc in hexane to provide the desired ...